This data is from the Open Reaction Database (ORD), a public repository of structured organic reaction records. The task is: describe an organic reaction: reactants, conditions, products, and yield Product: C(C)(C)OC(C[C@@H](CC#N)O)=O ((R)-4-cyano-3-hydroxybutyric acid isopropyl ester). The reactants are C(#N)C[C@H](CC(=O)O)O ((R)-4-cyano-3-hydroxybutyric acid), S(O)(O)(=O)=O (sulfuric acid), C(C)(C)O (isopropanol), C([O-])([O-])=O.[Na+].[Na+] (sodium carbonate). As a reaction SMILES: [C:1]([CH2:3][C@@H:4]([OH:9])[CH2:5][C:6]([OH:8])=[O:7])#[N:2].S(=O)(=O)(O)O.C(=O)([O-])[O-].[Na+].[Na+].[CH:21](O)([CH3:23])[CH3:22]>>[CH:21]([O:7][C:6](=[O:8])[CH2:5][C@H:4]([OH:9])[CH2:3][C:1]#[N:2])([CH3:23])[CH3:22] |f:2.3.4|. The yield is 90.0%. Reported procedure: (R)-4-cyano-3-hydroxybutyric acid (1.0 mol) in isopropanol (500 ml) and conc. sulfuric acid (5 g) were refluxed for 5 hours. The reaction mixture was neutralized with sodium carbonate and filtered. The filtrate was concentrated in vacuo to afford (R)-4-cyano-3-hydroxybutyric acid isopropyl ester (163 g, 90%). Starting materials: C(=O)([O-])C(O)C(O)C(=O)[O-].[Na+].[K+] (potassium sodium tartrate), C(C)(C)(C)OC(=O)N1[C@@H](C[C@H](C1)NS(=O)(=O)C1=CC=C(C=C1)Cl)C(=O)OC ((2S,4R)-1-t-butoxycarbonyl-4-(4-chlorophenylsulfonylamino)-2-methoxycarbonylpyrrolidine), solution, [H-].C(C(C)C)[Al+]CC(C)C (diisobutylaluminum hydride). Run in C1(=CC=CC=C1)C (toluene), O1CCCC1 (tetrahydrofuran). Run at temperature -78 celsius, time 1.5 hour. Yields the product C(C)(C)(C)OC(=O)N1[C@@H](C[C@H](C1)NS(=O)(=O)C1=CC=C(C=C1)Cl)C=O ((2S,4R)-1-t-butoxycarbonyl-4-(4-chlorophenylsulfonylamino)-2-formylpyrrolidine). Isolated yield 65.9%. Reaction SMILES: [C:1]([O:5][C:6]([N:8]1[CH2:12][C@H:11]([NH:13][S:14]([C:17]2[CH:22]=[CH:21][C:20]([Cl:23])=[CH:19][CH:18]=2)(=[O:16])=[O:15])[CH2:10][C@H:9]1[C:24](OC)=[O:25])=[O:7])([CH3:4])([CH3:3])[CH3:2].[H-].C([Al+]CC(C)C)C(C)C.C(C(C(C([O-])=O)O)O)([O-])=O.[Na+].[K+]>C1(C)C=CC=CC=1.O1CCCC1>[C:1]([O:5][C:6]([N:8]1[CH2:12][C@H:11]([NH:13][S:14]([C:17]2[CH:18]=[CH:19][C:20]([Cl:23])=[CH:21][CH:22]=2)(=[O:15])=[O:16])[CH2:10][C@H:9]1[CH:24]=[O:25])=[O:7])([CH3:4])([CH3:3])[CH3:2] |f:1.2,3.4.5|. Procedure: To a solution of (2S,4R)-1-t-butoxycarbonyl-4-(4-chlorophenylsulfonylamino)-2-methoxycarbonylpyrrolidine (9.01 g) in toluene (70 ml) was added dropwise 1.5 molar solution of diisobutylaluminum hydride (61.2 m mol) in tetrahydrofuran (40.8 ml) at -78° C. After the mixture was stirred at -78° C. for 1.5 hours, saturated aqueous potassium sodium tartrate was added to the reaction mixture and the mixture was filtered through Celite. The solid was washed with ethyl acetate and the combined organic so... The reactants are ClCCl, CCOCC, O=[N+]([O-])O, Oc1cc2ccccc2cc1O. Yields the product O=[N+]([O-])c1c(O)c(O)cc2ccccc12. RXN SMILES: [CH2:5]([Cl:6])[Cl:7].[CH3:20][CH2:21][O:22][CH2:23][CH3:24].[OH:1][N+:2]([O-:3])=[O:4].[OH:8][c:9]1[cH:10][c:11]2[cH:12][cH:13][cH:14][cH:15][c:16]2[cH:17][c:18]1[OH:19]>>[O-:1][N+:2](=[O:4])[c:10]1[c:9]([OH:8])[c:18]([OH:19])[cH:17][c:16]2[c:11]1[cH:12][cH:13][cH:14][cH:15]2. The reactants are CCCCCCCN(CCc1ccc(CC(O)C(=O)OCC)cc1)C(=O)OC(C)(C)C, CCS, [CH2]C, [Na]. Yields the product CCCCCCCN(CCc1ccc(CC(SCC)C(=O)OCC)cc1)C(=O)OC(C)(C)C. RXN SMILES: [CH2:1]([CH3:2])[O:3][C:4]([CH:5]([CH2:6][c:7]1[cH:8][cH:9][c:10]([CH2:13][CH2:14][N:15]([CH2:16][CH2:17][CH2:18][CH2:19][CH2:20][CH2:21][CH3:22])[C:23](=[O:24])[O:25][C:26]([CH3:27])([CH3:28])[CH3:29])[cH:11][cH:12]1)[OH:30])=[O:31].[CH2:33]([CH3:34])[SH:35].[CH2:36][CH3:37].[Na:32]>>[CH2:1]([CH3:2])[O:3][C:4]([CH:5]([CH2:6][c:7]1[cH:8][cH:9][c:10]([CH2:13][CH2:14][N:15]([CH2:16][CH2:17][CH2:18][CH2:19][CH2:20][CH2:21][CH3:22])[C:23](=[O:24])[O:25][C:26]([CH3:27])([CH3:28])[CH3:29])[cH:11][cH:12]1)[S:35][CH2:33][CH3:34])=[O:31].